This data is from the Open Reaction Database (ORD), a public repository of structured organic reaction records. The task is: describe an organic reaction: reactants, conditions, products, and yield Reactants: [BH4-], C1CCOC1, ClCCl, CCO, N#CC(=Cc1ccco1)c1ccc(Cl)cc1, [Na+], CN(C)C=O, O. Yields the product N#CC(Cc1ccco1)c1ccc(Cl)cc1. Reaction SMILES: [BH4-:27].[CH2:17]1[O:18][CH2:19][CH2:20][CH2:21]1.[CH2:30]([Cl:31])[Cl:32].[CH3:33][CH2:34][OH:35].[Cl:1][c:2]1[cH:3][cH:4][c:5]([C:8]([C:9]#[N:10])=[CH:11][c:12]2[o:13][cH:14][cH:15][cH:16]2)[cH:6][cH:7]1.[Na+:28].[O:22]=[CH:23][N:24]([CH3:25])[CH3:26].[OH2:29]>>[Cl:1][c:2]1[cH:3][cH:4][c:5]([CH:8]([C:9]#[N:10])[CH2:11][c:12]2[o:13][cH:14][cH:15][cH:16]2)[cH:6][cH:7]1. Starting materials: CCO, ClCc1ccc(-c2ccccc2)cc1, S=C1NC(c2ccccc2)C(c2ccccc2)N1. Yields the product Cl, c1ccc(-c2ccc(CSC3=NC(c4ccccc4)C(c4ccccc4)N3)cc2)cc1. RXN SMILES: [CH3:33][CH2:34][OH:35].[c:19]1(-[c:25]2[cH:26][cH:27][c:28]([CH2:29][Cl:30])[cH:31][cH:32]2)[cH:20][cH:21][cH:22][cH:23][cH:24]1.[c:1]1([CH:7]2[NH:8][C:9](=[S:18])[NH:10][CH:11]2[c:12]2[cH:13][cH:14][cH:15][cH:16][cH:17]2)[cH:2][cH:3][cH:4][cH:5][cH:6]1>>[ClH:30].[c:1]1([CH:7]2[NH:8][C:9]([S:18][CH2:29][c:28]3[cH:27][cH:26][c:25](-[c:19]4[cH:20][cH:21][cH:22][cH:23][cH:24]4)[cH:32][cH:31]3)=[N:10][CH:11]2[c:12]2[cH:13][cH:14][cH:15][cH:16][cH:17]2)[cH:2][cH:3][cH:4][cH:5][cH:6]1. Reactants: B(OC)(OC)OC (trimethyl borate), Cl (hydrochloric acid), [Cl-].[Na+] (sodium chloride), [Mg] (magnesium), BrC1=CC=C(C=C1)CCCCCCCCC (1 -bromo-4-nonylbenzene). Run in O1CCCC1 (tetrahydrofuran), O1CCCC1 (tetrahydrofuran). Reaction conditions: time 2.5 hour. Yields the product C(CCCCCCCC)C1=CC=C(C=C1)B(O)O (4-nonylphenylboronic acid). The yield is 78.4%. Reaction SMILES: [Mg].Br[C:3]1[CH:8]=[CH:7][C:6]([CH2:9][CH2:10][CH2:11][CH2:12][CH2:13][CH2:14][CH2:15][CH2:16][CH3:17])=[CH:5][CH:4]=1.[B:18](OC)([O:21]C)[O:19]C.Cl.[Cl-].[Na+]>O1CCCC1>[CH2:9]([C:6]1[CH:7]=[CH:8][C:3]([B:18]([OH:21])[OH:19])=[CH:4][CH:5]=1)[CH2:10][CH2:11][CH2:12][CH2:13][CH2:14][CH2:15][CH2:16][CH3:17] |f:4.5|. Procedure details: A solution of the Grignard compound prepared from 0.55 mol of magnesium and 0.37 mol of 1 -bromo-4-nonylbenzene in 550 ml of dry tetrahydrofuran is added dropwise to a solution of 0.4 mol of trimethyl borate in 400 ml of dry tetrahydrofuran at 0° C. under a protective gas atmosphere. The mixture is stirred for an additional 2.5 h at this temperature. Then 600 ml of 10% stength hydrochloric acid are added and the resulting mixture is stirred at room temperature for 30 min. After addition of 120 g... Starting materials: C(C)(C)(C)OC(=O)N1CCN(CC1)C1=C(C=C(C=C1)CC(=O)O)F (2-(4-{4-[(t-butyl)oxycarbonyl]piperazinyl}-3-fluorophenyl)acetic acid), C[Si](C)(C)C=[N+]=[N-] (trimethylsilyidiazomethane). Run in CO (methanol), C1=CC=CC=C1 (benzene). Run at time 1 hour. The product is C(C)(C)(C)OC(=O)N1CCN(CC1)C1=C(C=C(C=C1)CC(=O)OC)F (Methyl 2-(4-{4-[(t-butyl)oxycarbonyl]piperazinyl}-3-fluorophenyl)acetate). Yield: 102.2%. As a reaction SMILES: [C:1]([O:5][C:6]([N:8]1[CH2:13][CH2:12][N:11]([C:14]2[CH:19]=[CH:18][C:17]([CH2:20][C:21]([OH:23])=[O:22])=[CH:16][C:15]=2[F:24])[CH2:10][CH2:9]1)=[O:7])([CH3:4])([CH3:3])[CH3:2].[CH3:25][Si](C=[N+]=[N-])(C)C>CO.C1C=CC=CC=1>[C:1]([O:5][C:6]([N:8]1[CH2:13][CH2:12][N:11]([C:14]2[CH:19]=[CH:18][C:17]([CH2:20][C:21]([O:23][CH3:25])=[O:22])=[CH:16][C:15]=2[F:24])[CH2:10][CH2:9]1)=[O:7])([CH3:4])([CH3:2])[CH3:3]. Procedure: To 2-(4-{4-[(t-butyl)oxycarbonyl]piperazinyl}-3-fluorophenyl)acetic acid (0.3 g, 1.0 mmol) in 2 mL methanol and 7 mL benzene was added trimethylsilyidiazomethane (0.65 mL, 1.30 mmol). After stirring at ambient temperature for 1 hour, the reaction mixture was concentrated to provide 0.36 g (99%) of the title compound. 1H NMR (CDCl3; 300 MHz) δ7.00 (m, 2H), 6.90 (t, J=8.3 Hz, 1H), 3.71 (s, 3H), 3.61 (t, J=4.9 Hz, 4H), 3.57 (s, 2H), 3.02 (t, J=5.0 Hz, 4H), 1.50 (s, 9H); ESI (M+H)+=353. Reactants: NC1=NC(=CC(=C1C#N)C1CN(CCC1)C(=O)OC(C)(C)C)C1=C(C=CC=C1OCC1=CC=C(C=C1)OC)OCC1CC1 (tert-butyl 3-(2-amino-3-cyano-6-{2-(cyclopropylmethoxy)-6-[(4-methoxybenzyl)oxy]phenyl}-4-pyridinyl)-1-piperidinecarboxylate), S(=O)(=O)([O-])[O-].[NH4+].[NH4+] (ammonium sulfate), C(OCC)(OCC)OCC (triethyl orthoformate), N (NH3). Run in CCO (EtOH), CCO (EtOH). Reaction conditions: temperature 150 celsius, time 2 hour. The product is N\C=N\C1=NC(=CC(=C1C#N)C1CN(CCC1)C(=O)OC(C)(C)C)C1=C(C=CC=C1OCC1=CC=C(C=C1)OC)OCC1CC1 (tert-butyl 3-(2-{[(1E)-aminomethylidene]amino}-3-cyano-6-{2-(cyclopropyl-methoxy)-6-[(4-methoxy-benzyl)oxy]phenyl}-4-pyridinyl)-1-piperidinecarboxylate). Isolated yield 89.0%. Reaction SMILES: [NH2:1][C:2]1[C:7]([C:8]#N)=[C:6]([CH:10]2[CH2:15][CH2:14][CH2:13][N:12]([C:16]([O:18][C:19]([CH3:22])([CH3:21])[CH3:20])=[O:17])[CH2:11]2)[CH:5]=[C:4]([C:23]2[C:28]([O:29][CH2:30][C:31]3[CH:36]=[CH:35][C:34]([O:37][CH3:38])=[CH:33][CH:32]=3)=[CH:27][CH:26]=[CH:25][C:24]=2[O:39][CH2:40][CH:41]2[CH2:43][CH2:42]2)N=1.S([O-])([O-])(=O)=O.[NH4+:49].[NH4+:50].[NH3:51].[CH:52](OCC)(OCC)OCC>CCO>[NH2:49]/[CH:52]=[N:50]/[C:8]1[C:7]([C:2]#[N:1])=[C:6]([CH:10]2[CH2:15][CH2:14][CH2:13][N:12]([C:16]([O:18][C:19]([CH3:22])([CH3:21])[CH3:20])=[O:17])[CH2:11]2)[CH:5]=[C:4]([C:23]2[C:28]([O:29][CH2:30][C:31]3[CH:36]=[CH:35][C:34]([O:37][CH3:38])=[CH:33][CH:32]=3)=[CH:27][CH:26]=[CH:25][C:24]=2[O:39][CH2:40][CH:41]2[CH2:43][CH2:42]2)[N:51]=1 |f:1.2.3|. Reported procedure: To a solution of tert-butyl 3-(2-amino-3-cyano-6-{2-(cyclopropylmethoxy)-6-[(4-methoxybenzyl)oxy]phenyl}-4-pyridinyl)-1-piperidinecarboxylate (0.580 g, 0.999 mmol) in triethyl orthoformate (1.2 mL) was added ammonium sulfate (0.004 g, 0.030 mmol), and the mixture was stirred at 150° C. for 2 hrs. After cooled to room temperature, EtOH (1.5 mL) and a solution of NH3 in EtOH (8.6 N, 0.5 mL) were added successively. The mixture was stirred at room temperature overnight and concentrated under reduce... Starting materials: ClC=1C=C(C=C(C1)Cl)C1(CC(=NO1)C1=CC(=C(C(=O)O)C=C1)I)C(F)(F)F (4-[5-(3,5-dichlorophenyl)-5-trifluoromethyl-4,5-dihydroisoxazol-3-yl]-2-iodo benzoic acid), CO (methanol). Reagents/catalysts: S(O)(O)(=O)=O (sulfuric acid). Yields the product COC(C1=C(C=C(C=C1)C1=NOC(C1)(C(F)(F)F)C1=CC(=CC(=C1)Cl)Cl)I)=O (4-[5-(3,5-dichlorophenyl)-5-trifluoromethyl-4,5-dihydroisoxazol-3-yl]-2-iodo benzoic acid methyl ester). RXN SMILES: [Cl:1][C:2]1[CH:3]=[C:4]([C:9]2([C:24]([F:27])([F:26])[F:25])[O:13][N:12]=[C:11]([C:14]3[CH:22]=[CH:21][C:17]([C:18]([OH:20])=[O:19])=[C:16]([I:23])[CH:15]=3)[CH2:10]2)[CH:5]=[C:6]([Cl:8])[CH:7]=1.[CH3:28]O>S(=O)(=O)(O)O>[CH3:28][O:19][C:18](=[O:20])[C:17]1[CH:21]=[CH:22][C:14]([C:11]2[CH2:10][C:9]([C:4]3[CH:5]=[C:6]([Cl:8])[CH:7]=[C:2]([Cl:1])[CH:3]=3)([C:24]([F:26])([F:25])[F:27])[O:13][N:12]=2)=[CH:15][C:16]=1[I:23]. Procedure: In a solution of 0.60 g of 4-[5-(3,5-dichlorophenyl)-5-trifluoromethyl-4,5-dihydroisoxazol-3-yl]-2-iodo benzoic acid synthesized similarly to Steps 1 to 4 of Synthetic Example 4 in 10 ml of methanol, 2 drops of concentrated sulfuric acid was added, and stirred under reflux with heat for 20 hours. After the completion of the reaction, the solvent was distilled off under reduced pressure, the residue was neutralized with 10 ml of saturated sodium hydrogen carbonate aqueous solution, then extracted...